describe an organic reaction: reactants, conditions, products, and yield From a dataset of the Open Reaction Database (ORD), a public repository of structured organic reaction records. The product is CCNC(=O)OCC(NC(=O)Cn1nc(-c2ccc(Cl)cc2)n(CCC(F)(F)F)c1=O)c1ccccc1C(F)(F)F. RXN SMILES: [CH2:1]([CH3:2])[NH:3][C:4]([O:5][CH2:6][CH:7]([c:8]1[c:9]([C:14]([F:15])([F:16])[F:17])[cH:10][cH:11][cH:12][cH:13]1)[NH:18][C:19]([CH2:20][n:21]1[n:22][c:23](-[c:33]2[cH:34][cH:35][c:36]([Cl:39])[cH:37][cH:38]2)[n:24]([CH:27]=[CH:28][C:29]([F:30])([F:31])[F:32])[c:25]1=[O:26])=[O:40])=[O:41].[CH3:42][OH:43]>>[CH2:1]([CH3:2])[NH:3][C:4]([O:5][CH2:6][CH:7]([c:8]1[c:9]([C:14]([F:15])([F:16])[F:17])[cH:10][cH:11][cH:12][cH:13]1)[NH:18][C:19]([CH2:20][n:21]1[n:22][c:23](-[c:33]2[cH:34][cH:35][c:36]([Cl:39])[cH:37][cH:38]2)[n:24]([CH2:27][CH2:28][C:29]([F:30])([F:31])[F:32])[c:25]1=[O:26])=[O:40])=[O:41]. Starting materials: CCNC(=O)OCC(NC(=O)Cn1nc(-c2ccc(Cl)cc2)n(C=CC(F)(F)F)c1=O)c1ccccc1C(F)(F)F, CO. Starting materials: ClC1=C(C=CC=C1)CC#N (2-chlorophenylacetonitrile), BrCCCCBr (1,4-dibromobutane), [OH-].[K+] (potassium hydroxide). The solvent is CS(=O)C (dimethyl sulphoxide), CS(=O)C (dimethylsulphoxide). Run at time 1 hour. Yields the product ClC1=C(C=CC=C1)C1(CCCC1)C#N (1-(2-chlorophenyl)cyclopentanecarbonitrile). Yield: 61.5%. Reaction SMILES: [Cl:1][C:2]1[CH:7]=[CH:6][CH:5]=[CH:4][C:3]=1[CH2:8][C:9]#[N:10].Br[CH2:12][CH2:13][CH2:14][CH2:15]Br.[OH-].[K+]>CS(C)=O>[Cl:1][C:2]1[CH:7]=[CH:6][CH:5]=[CH:4][C:3]=1[C:8]1([C:9]#[N:10])[CH2:15][CH2:14][CH2:13][CH2:12]1 |f:2.3|. Reported procedure: A mixture of 2-chlorophenylacetonitrile (20 g), 1,4-dibromobutane (28.5 g) and dimethyl sulphoxide (100 ml) was added dropwise to a stirred suspension of powdered potassium hydroxide (26 g) in dry dimethylsulphoxide (300 ml). The mixture was stirred for one hour, then poured onto ice/water and extracted with ethyl acetate. The extracts yielded an oil which was distilled under vacuum (b.p. 112°-116° C./1 mbar) to give 1-(2-chlorophenyl)cyclopentanecarbonitrile (16.7 g). Reactants: COC1=CC=C(CN2C(C(=C(C=C2)C)[N+](=O)[O-])=O)C=C1 (1-(4-methoxybenzyl)-4-methyl-3-nitro-2-pyridone), C=O (paraformaldehyde), C[O-].[Na+] (sodium methoxide). Run in C(C)(=O)OCC (ethyl acetate), CS(=O)C (dimethylsulfoxide). Reaction conditions: time 2 hour. Yields the product NC=1C(N(C=CC1CC)CC1=CC=C(C=C1)OC)=O (3-Amino-1-(4-methoxybenzyl)-4-ethyl-2-pyridone). The yield is 59.2%. As a reaction SMILES: [CH3:1][O:2][C:3]1[CH:20]=[CH:19][C:6]([CH2:7][N:8]2[CH:13]=[CH:12][C:11]([CH3:14])=[C:10]([N+:15]([O-])=O)[C:9]2=[O:18])=[CH:5][CH:4]=1.[CH2:21]=O.C[O-].[Na+]>CS(C)=O.C(OCC)(=O)C>[NH2:15][C:10]1[C:9](=[O:18])[N:8]([CH2:7][C:6]2[CH:19]=[CH:20][C:3]([O:2][CH3:1])=[CH:4][CH:5]=2)[CH:13]=[CH:12][C:11]=1[CH2:14][CH3:21] |f:2.3|. Procedure details: To a stirred mixture of 1-(4-methoxybenzyl)-4-methyl-3-nitro-2-pyridone (1.38 g, 5.0 mmol) and paraformaldehyde (0.152 g) in dimethylsulfoxide (8 mL) was added sodium methoxide (0.018 g). After 2 hours, the mixture was diluted with ethyl acetate and washed with water. The aqueous phase was extracted with ethyl acetate, and the combined organic phase was dried, filtered and evaporated. The residual solid was triturated with chloroform/ethyl acetate (10 mL, 1/1) and 1-(4-methoxybenzyl)-4-hydroxyet...